Task: describe an organic reaction: reactants, conditions, products, and yield. Dataset: the Open Reaction Database (ORD), a public repository of structured organic reaction records Starting materials: CN[C@@H]1C[C@H]2O[C@@](C)([C@@H]1OC)n1c3ccccc3c3c4c(c5c6ccccc6n2c5c31)C(=O)NC4 (staurosporine), Clc1cnc2[nH]ccc2c1C=O. The reagents and catalysts are CC(C)[O-].CC(C)[O-].CC(C)[O-].CC(C)[O-].[Ti+4] (Ti(OiPr)4), CC(=O)O (acetic acid), CC(=O)O[BH-](OC(C)=O)OC(C)=O.[Na+] (Sodium triacetoxyborohydride). Run in CN1CCCC1=O (NMP), CN1CCCC1=O (NMP), CN1CCCC1=O (NMP), CN1CCCC1=O (NMP), CN1CCCC1=O (NMP), CN1CCCC1=O (NMP), CN1CCCC1=O (NMP). Run at temperature 22 celsius, time 18 hour. Yields the product CO[C@@H]1[C@@H](C[C@H]2O[C@]1(C)n3c4ccccc4c5c6CNC(=O)c6c7c8ccccc8n2c7c35)N(C)Cc9c(Cl)cnc%10[nH]ccc9%10, CN[C@@H]1C[C@H]2O[C@@](C)([C@@H]1OC)n1c3ccccc3c3c4c(c5c6ccccc6n2c5c31)C(=O)NC4 (Staurosporine), Clc1cnc2[nH]ccc2c1C=O.